Task: describe an organic reaction: reactants, conditions, products, and yield. Dataset: the Open Reaction Database (ORD), a public repository of structured organic reaction records Reactants: Cc1noc(-c2ccc(Br)cc2)c1C(=O)CBr, O=C([O-])[O-], SCc1ccccc1, [Cs+], [Cs+], CN(C)C=O. Product: Cc1noc(-c2ccc(Br)cc2)c1C(=O)CSCc1ccccc1. Reaction SMILES: [Br:1][CH2:2][C:3](=[O:4])[c:5]1[c:6]([CH3:17])[n:7][o:8][c:9]1-[c:10]1[cH:11][cH:12][c:13]([Br:16])[cH:14][cH:15]1.[C:26](=[O:27])([O-:28])[O-:29].[CH2:18]([c:19]1[cH:20][cH:21][cH:22][cH:23][cH:24]1)[SH:25].[Cs+:30].[Cs+:31].[O:32]=[CH:33][N:34]([CH3:35])[CH3:36]>>[CH2:2]([C:3](=[O:4])[c:5]1[c:6]([CH3:17])[n:7][o:8][c:9]1-[c:10]1[cH:11][cH:12][c:13]([Br:16])[cH:14][cH:15]1)[S:25][CH2:18][c:19]1[cH:20][cH:21][cH:22][cH:23][cH:24]1. Starting materials: O=C(OOC(=O)c1ccccc1)c1ccccc1, ClC(Cl)(Cl)Cl, COC(=O)Cc1ccc(OC)c(F)c1, O=C1CCC(=O)N1Br. Product: COC(=O)C(Br)c1ccc(OC)c(F)c1. As a reaction SMILES: [C:23]([O:24][O:25][C:26](=[O:27])[c:28]1[cH:29][cH:30][cH:31][cH:32][cH:33]1)(=[O:34])[c:35]1[cH:36][cH:37][cH:38][cH:39][cH:40]1.[C:41]([Cl:42])([Cl:43])([Cl:44])[Cl:45].[CH3:1][O:2][C:3]([CH2:4][c:5]1[cH:6][c:7]([F:13])[c:8]([O:11][CH3:12])[cH:9][cH:10]1)=[O:14].[O:15]=[C:16]1[N:17]([Br:22])[C:18](=[O:19])[CH2:20][CH2:21]1>>[CH3:1][O:2][C:3]([CH:4]([c:5]1[cH:6][c:7]([F:13])[c:8]([O:11][CH3:12])[cH:9][cH:10]1)[Br:22])=[O:14].